This data is from the Open Reaction Database (ORD), a public repository of structured organic reaction records. The task is: describe an organic reaction: reactants, conditions, products, and yield Starting materials: CC(=O)[O-], CC(C)CC(=O)O, [Na+], Oc1cccc(O)c1. Yields the product CC(C)CC(=O)c1ccc(O)cc1O. Reaction SMILES: [CH3:17][C:18](=[O:19])[O-:20].[CH3:1][CH:2]([CH3:3])[CH2:4][C:5]([OH:6])=[O:7].[Na+:16].[OH:8][c:9]1[cH:10][cH:11][cH:12][c:13]([OH:14])[cH:15]1>>[CH3:1][CH:2]([CH3:3])[CH2:4][C:5](=[O:7])[c:10]1[c:9]([OH:8])[cH:15][c:13]([OH:14])[cH:12][cH:11]1. The reactants are [Br-].[K+] (potassium bromide), OC(C(N[C@H](C)C1=CC=CC=C1)=O)[C@H](CCCC)NC(OCC1(CCC1)CC1=CC=CC=C1)=O ((1-benzylcyclobutyl)methyl(1S)-1-(1-hydroxy-2-oxo-2-{[(1R)-1-phenylethyl]amino}ethyl)pentylcarbamate), C([O-])(O)=O.[Na+] (sodium bicarbonate). Run in ClCCl (dichloromethane). Reaction conditions: time 30 minute. Product: O=C(C(=O)[C@H](CCCC)NC(OCC1(CCC1)CC1=CC=CC=C1)=O)N[C@H](C)C1=CC=CC=C1 ((1-benzylcyclobutyl)methyl(1S)-1-(oxo{[(1R)-1-phenylethyl]amino}acetyl)pentylcarbamate). The yield is 54.0%. Reaction SMILES: [OH:1][CH:2]([C@@H:14]([NH:19][C:20](=[O:34])[O:21][CH2:22][C:23]1([CH2:27][C:28]2[CH:33]=[CH:32][CH:31]=[CH:30][CH:29]=2)[CH2:26][CH2:25][CH2:24]1)[CH2:15][CH2:16][CH2:17][CH3:18])[C:3](=[O:13])[NH:4][C@@H:5]([C:7]1[CH:12]=[CH:11][CH:10]=[CH:9][CH:8]=1)[CH3:6].[Br-].[K+].C(=O)(O)[O-].[Na+]>ClCCl>[O:13]=[C:3]([NH:4][C@@H:5]([C:7]1[CH:12]=[CH:11][CH:10]=[CH:9][CH:8]=1)[CH3:6])[C:2]([C@@H:14]([NH:19][C:20](=[O:34])[O:21][CH2:22][C:23]1([CH2:27][C:28]2[CH:29]=[CH:30][CH:31]=[CH:32][CH:33]=2)[CH2:24][CH2:25][CH2:26]1)[CH2:15][CH2:16][CH2:17][CH3:18])=[O:1] |f:1.2,3.4|. Procedure details: To a solution of 240 mg (0.51 mmol) of (1-benzylcyclobutyl)methyl(1S)-1-(1-hydroxy-2-oxo-2-{[(1R)-1-phenylethyl]amino}ethyl)pentylcarbamate in 2 mL of dichloromethane at 0° C. was added 1 mg of 2,2,6,6-tetramethyl-1-piperidinyloxy free radical and 5 mg of potassium bromide. A solution of 30 mg of sodium bicarbonate in 2.5 mL of household bleach was added and the reaction stirred for 30 min. The reaction was extracted with ethyl acetate and and washed 0.5 N hydrochloric acid. The organic phase wa... The reactants are NC=1N=NC(=CN1)C1=CC(=C(C(=O)NC)C=C1)C (4-(3-Amino-1,2,4-triazin-6-yl)-N,2-dimethylbenzamide), ClC(C=O)CC=1C=C2C=CC=NC2=CC1 (2-Chloro-3-quinolin-6-ylpropanal). Run in C(C)O (ethanol). Run at temperature 120 celsius, time 8 hour. Yields the product CNC(C1=C(C=C(C=C1)C=1C=NC=2N(N1)C(=CN2)CC=2C=C1C=CC=NC1=CC2)C)=O (N,2-Dimethyl-4-[7-(quinolin-6-ylmethyl)imidazo[1,2-b][1,2,4]triazin-2-yl]benzamide). The yield is 30.6%. RXN SMILES: [NH2:1][C:2]1[N:3]=[N:4][C:5]([C:8]2[CH:17]=[CH:16][C:11]([C:12]([NH:14][CH3:15])=[O:13])=[C:10]([CH3:18])[CH:9]=2)=[CH:6][N:7]=1.Cl[CH:20]([CH2:23][C:24]1[CH:25]=[C:26]2[C:31](=[CH:32][CH:33]=1)[N:30]=[CH:29][CH:28]=[CH:27]2)[CH:21]=O>C(O)C>[CH3:15][NH:14][C:12](=[O:13])[C:11]1[CH:16]=[CH:17][C:8]([C:5]2[CH:6]=[N:7][C:2]3[N:3]([C:20]([CH2:23][C:24]4[CH:25]=[C:26]5[C:31](=[CH:32][CH:33]=4)[N:30]=[CH:29][CH:28]=[CH:27]5)=[CH:21][N:1]=3)[N:4]=2)=[CH:9][C:10]=1[CH3:18]. Procedure: A mixture of 4-(3-amino-1,2,4-triazin-6-yl)-N,2-dimethylbenzamide (Step 3, 0.30 g, 1.2 mmol) and 2-chloro-3-quinolin-6-ylpropanal (Step 4, 0.32 g, 1.5 mmol) in ethanol (2.5 mL) in a sealed tube was stirred at 120° C. overnight. After cooling, the reaction mixture was purified by RP-HPLC (pH=2) to afford the desired product (150 mg) as the TFA salt. LCMS (M+H)+: m/z=409.3. 1H-NMR (400 MHz, CD3OD): 9.64 (s, 1H), 9.21 (d, J=5.0, 1H), 9.18 (d, J=8.0 Hz, 1H), 8.44 (s, 1H), 8.39 (s, 1H), 8.32 (d, J=9.... Starting materials: C(C)(C)(C)OC(N(CC=1N=C(OC1)C=1NC2=CC=C(C=C2C1)OC(F)(F)F)C1=CC=C(C=C1)CCCCN1N=NC=C1)=O ([4-(4-[1,2,3]Triazol-1-yl-butyl)-phenyl]-[2-(5-trifluoromethoxy-1H-indol-2-yl)-oxazol-4-ylmethyl]-carbamic acid tert-butyl ester). Run in ClCCl (dichloro methane), FC(C(=O)O)(F)F (trifluoro acetic acid). Yields the product N1(N=NC=C1)CCCCC1=CC=C(C=C1)NCC=1N=C(OC1)C=1NC2=CC=C(C=C2C1)OC(F)(F)F ([4-(4-[1,2,3]triazol-1-yl-butyl)-phenyl]-[2-(5-trifluoromethoxy-1H-indol-2-yl)-oxazol-4-ylmethyl]-amine). Reaction SMILES: C(OC(=O)[N:7]([C:28]1[CH:33]=[CH:32][C:31]([CH2:34][CH2:35][CH2:36][CH2:37][N:38]2[CH:42]=[CH:41][N:40]=[N:39]2)=[CH:30][CH:29]=1)[CH2:8][C:9]1[N:10]=[C:11]([C:14]2[NH:15][C:16]3[C:21]([CH:22]=2)=[CH:20][C:19]([O:23][C:24]([F:27])([F:26])[F:25])=[CH:18][CH:17]=3)[O:12][CH:13]=1)(C)(C)C>ClCCl.FC(F)(F)C(O)=O>[N:38]1([CH2:37][CH2:36][CH2:35][CH2:34][C:31]2[CH:32]=[CH:33][C:28]([NH:7][CH2:8][C:9]3[N:10]=[C:11]([C:14]4[NH:15][C:16]5[C:21]([CH:22]=4)=[CH:20][C:19]([O:23][C:24]([F:26])([F:27])[F:25])=[CH:18][CH:17]=5)[O:12][CH:13]=3)=[CH:29][CH:30]=2)[CH:42]=[CH:41][N:40]=[N:39]1. Procedure: [4-(4-[1,2,3]Triazol-1-yl-butyl)-phenyl]-[2-(5-trifluoromethoxy-1H-indol-2-yl)-oxazol-4-ylmethyl]-carbamic acid tert-butyl ester (0.31 g, 0.52 mmol) was stirred in a mixture of dichloro methane and trifluoro acetic acid (1:1, 10 ml) for 3 h. After concentration the crude product was purified on silica gel (ethyl acetate) yielding [4-(4-[1,2,3]triazol-1-yl-butyl)-phenyl]-[2-(5-trifluoromethoxy-1H-indol-2-yl)-oxazol-4-ylmethyl]-amine as light yellow solid.